The task is: describe an organic reaction: reactants, conditions, products, and yield. This data is from the Open Reaction Database (ORD), a public repository of structured organic reaction records. Conditions: temperature -78 celsius, time 2 hour. Yields the product BrC1=CC(=C(OC2=CC=C(OC(C(=CCO)OC)C)C=C2)C=C1)F (4-(4-(4-Bromo-2-fluorophenoxy)phenoxy)-3-methoxy-2-penten-1-ol). Run in O (water), C1(=CC=CC=C1)C (toluene), C1(=CC=CC=C1)C (toluene). Isolated yield 73.6%. Reaction SMILES: [Br:1][C:2]1[CH:25]=[CH:24][C:5]([O:6][C:7]2[CH:23]=[CH:22][C:10]([O:11][CH:12]([CH3:21])[C:13]([O:19][CH3:20])=[CH:14][C:15](OC)=[O:16])=[CH:9][CH:8]=2)=[C:4]([F:26])[CH:3]=1.CC(C[AlH]CC(C)C)C.CCOCC.C(O)(=O)C>C1(C)C=CC=CC=1.O>[Br:1][C:2]1[CH:25]=[CH:24][C:5]([O:6][C:7]2[CH:23]=[CH:22][C:10]([O:11][CH:12]([CH3:21])[C:13]([O:19][CH3:20])=[CH:14][CH2:15][OH:16])=[CH:9][CH:8]=2)=[C:4]([F:26])[CH:3]=1. Starting materials: CC(C)C[AlH]CC(C)C (DIBAL-H), C(C)(=O)O (acetic acid), BrC1=CC(=C(OC2=CC=C(OC(C(=CC(=O)OC)OC)C)C=C2)C=C1)F (4-(4-(4-bromo-2-fluorophenoxy)phenoxy)-3-methoxy-2-pentenoic acid, methyl ester), CCOCC (ether). Reported procedure: To a solution of 4.5 g (10.6 mmol) 4-(4-(4-bromo-2-fluorophenoxy)phenoxy)-3-methoxy-2-pentenoic acid, methyl ester in 25 ml toluene at -78° C. was added dropwise over a period of 30 min, 16.5 ml of 1.5M DIBAL-H in toluene, keeping the temperature below -60° C. The mixture was stirred for 21/2 hours at -78° C. To the mixture was added 17 ml of a 75:25:6 ether:acetic acid:water mixture, keeping the temperature below -60° C. The mixture was then allowed to warm to room temperature and the solid mat... Isolated yield 89.7%. Reaction conditions: temperature 80 celsius, time 4 hour. The reactants are BrC1=CC2=CC=CC=C2C=C1 (2-bromonaphthalene), OB(C1=CC(=CC=C1)[N+](=O)[O-])O (dihydroxy(3-nitrophenyl)borane). Solvent: C1(=CC=CC=C1)C (toluene), CO (methanol), C([O-])([O-])=O.[Na+].[Na+] (sodium carbonate), O (water). As a reaction SMILES: Br[C:2]1[CH:11]=[CH:10][C:9]2[C:4](=[CH:5][CH:6]=[CH:7][CH:8]=2)[CH:3]=1.OB(O)[C:14]1[CH:19]=[CH:18][CH:17]=[C:16]([N+:20]([O-:22])=[O:21])[CH:15]=1>C1(C)C=CC=CC=1.CO.C(=O)([O-])[O-].[Na+].[Na+].O.C1C=CC([P]([Pd]([P](C2C=CC=CC=2)(C2C=CC=CC=2)C2C=CC=CC=2)([P](C2C=CC=CC=2)(C2C=CC=CC=2)C2C=CC=CC=2)[P](C2C=CC=CC=2)(C2C=CC=CC=2)C2C=CC=CC=2)(C2C=CC=CC=2)C2C=CC=CC=2)=CC=1>[CH:3]1[C:4]2[C:9](=[CH:8][CH:7]=[CH:6][CH:5]=2)[CH:10]=[CH:11][C:2]=1[C:14]1[CH:15]=[C:16]([N+:20]([O-:22])=[O:21])[CH:17]=[CH:18][CH:19]=1 |f:4.5.6,^1:43,45,64,83|. Yields the product C1=C(C=CC2=CC=CC=C12)C=1C=C(C=CC1)[N+](=O)[O-] (3-(2-naphthyl)-1-nitrobenzene). Reagents/catalysts: C=1C=CC(=CC1)[P](C=2C=CC=CC2)(C=3C=CC=CC3)[Pd]([P](C=4C=CC=CC4)(C=5C=CC=CC5)C=6C=CC=CC6)([P](C=7C=CC=CC7)(C=8C=CC=CC8)C=9C=CC=CC9)[P](C=1C=CC=CC1)(C=1C=CC=CC1)C=1C=CC=CC1 (tetrakis(triphenylphosphine)palladium(0)). Reported procedure: To a solution of 2-bromonaphthalene (5.0 g) and tetrakis(triphenylphosphine)palladium(0) (0.56 g) in toluene (50 ml) was added a solution of dihydroxy(3-nitrophenyl)borane (4.44 g) in methanol and 2M sodium carbonate solution in water (12 ml). The resulting mixture was stirred at 80° C. for 4 hours and extracted with ethyl acetate. After evaporation of the solvent, the crude residue was crystallized from hexane to give 3-(2-naphthyl)-1-nitrobenzene (5.4 g). The reactants are CCN=C=NCCCN(C)C, ClCCl, Cl, O=C(NC1CCNCC1)C(F)(F)F, CCNC(=O)C1OC(n2cnc3c(NCC(c4ccccc4)c4ccccc4)nc(C(=O)O)nc32)C(O)C1O. Yields the product CCNC(=O)C1OC(n2cnc3c(NCC(c4ccccc4)c4ccccc4)nc(C(=O)N4CCC(NC(=O)C(F)(F)F)CC4)nc32)C(O)C1O. As a reaction SMILES: [CH3:54][N:55]([CH3:56])[CH2:57][CH2:58][CH2:59][N:60]=[C:61]=[N:62][CH2:63][CH3:64].[Cl:65][CH2:66][Cl:67].[ClH:53].[F:40][C:41]([C:42](=[O:43])[NH:44][CH:45]1[CH2:46][CH2:47][NH:48][CH2:49][CH2:50]1)([F:51])[F:52].[c:1]1([CH:7]([CH2:8][NH:9][c:10]2[c:11]3[n:12][cH:13][n:14]([CH:22]4[O:23][CH:24]([C:29](=[O:30])[NH:31][CH2:32][CH3:33])[CH:25]([OH:28])[CH:26]4[OH:27])[c:15]3[n:16][c:17]([C:19](=[O:20])[OH:21])[n:18]2)[c:34]2[cH:35][cH:36][cH:37][cH:38][cH:39]2)[cH:2][cH:3][cH:4][cH:5][cH:6]1>>[c:1]1([CH:7]([CH2:8][NH:9][c:10]2[c:11]3[n:12][cH:13][n:14]([CH:22]4[O:23][CH:24]([C:29](=[O:30])[NH:31][CH2:32][CH3:33])[CH:25]([OH:28])[CH:26]4[OH:27])[c:15]3[n:16][c:17]([C:19](=[O:21])[N:48]3[CH2:47][CH2:46][CH:45]([NH:44][C:42]([C:41]([F:40])([F:51])[F:52])=[O:43])[CH2:50][CH2:49]3)[n:18]2)[c:34]2[cH:35][cH:36][cH:37][cH:38][cH:39]2)[cH:2][cH:3][cH:4][cH:5][cH:6]1. Reactants: phenylmethyl ester, CN(C(=O)N1[C@H](C(=O)OCC2=CC=CC=C2)CCC1)CC([C@H](CC1=CC=CC=C1)NC(=O)N1CCCCC1)=O (1-[[Methyl[(S)-2-oxo-4-phenyl-3-[(1-piperidinylcarbonyl)amino]butyl]amino]carbonyl]-L-proline, phenylmethyl ester), O.O1CCOCC1 (water dioxane). Run in CO (methanol), [OH-].[Pd+2].[OH-] (palladium hydroxide). Run at time 30 minute. The product is CN(C(=O)N1[C@H](C(=O)O)CCC1)CC([C@H](CC1=CC=CC=C1)NC(=O)N1CCCCC1)=O (1-[[methyl[(S)-2-oxo-4-phenyl-3-[(1-piperidinylcarbonyl)amino]butyl]amino]carbonyl]-L-proline). Reaction SMILES: [CH3:1][N:2]([CH2:20][C:21](=[O:39])[C@@H:22]([NH:30][C:31]([N:33]1[CH2:38][CH2:37][CH2:36][CH2:35][CH2:34]1)=[O:32])[CH2:23][C:24]1[CH:29]=[CH:28][CH:27]=[CH:26][CH:25]=1)[C:3]([N:5]1[CH2:19][CH2:18][CH2:17][C@H:6]1[C:7]([O:9]CC1C=CC=CC=1)=[O:8])=[O:4].O.O1CCOCC1>CO.[OH-].[Pd+2].[OH-]>[CH3:1][N:2]([CH2:20][C:21](=[O:39])[C@@H:22]([NH:30][C:31]([N:33]1[CH2:38][CH2:37][CH2:36][CH2:35][CH2:34]1)=[O:32])[CH2:23][C:24]1[CH:29]=[CH:28][CH:27]=[CH:26][CH:25]=1)[C:3]([N:5]1[CH2:19][CH2:18][CH2:17][C@H:6]1[C:7]([OH:9])=[O:8])=[O:4] |f:1.2,4.5.6|. Procedure details: A suspension of the phenylmethyl ester product from part (g) (0.8 g., 1.5 mmole) in methanol and palladium hydroxide (20% on carbon) is hydrogenated at room temperature and atmospheric pressure for 30 minutes. The mixture is filtered, the solids are rinsed with methanol, and the filtrate is concentrated to give 0.42 g. of yellow oil. The residue is chromatographed on LPS-1 silica gel using an elution gradient of 3→10% acetic acid in chloroform. Fractions containing the desired material are combi... Reactants: C(C)(C)N(CC)C(C)C (diisopropylethylamine), S1C(=NC=C1)N (Thiazol-2-amine), C(=O)(Cl)Cl (phosgene), C1(=CC=CC=C1)C (toluene), N1CCCC1 (pyrrolidine). Run in ClCCl (dichloromethane). Run at temperature -60 celsius, time 20 minute. Product: S1C(=NC=C1)NC(=O)N1CCCC1 (N-1,3-thiazol-2-ylpyrrolidine-1-carboxamide). RXN SMILES: [S:1]1[CH:5]=[CH:4][N:3]=[C:2]1[NH2:6].[C:7](Cl)(Cl)=[O:8].C1(C)C=CC=CC=1.[CH:18]([N:21]([CH:24]([CH3:26])C)CC)([CH3:20])C.N1CCCC1>ClCCl>[S:1]1[CH:5]=[CH:4][N:3]=[C:2]1[NH:6][C:7]([N:21]1[CH2:18][CH2:20][CH2:26][CH2:24]1)=[O:8]. Reported procedure: Thiazol-2-amine (7.01 g, 10.0 mmol) was dissolved into dichloromethane (700 mL) and cooled to −60° C. The resulting suspension was treated with 20% phosgene in toluene (54 mL, 103 mmol) over 5 minutes and stirred for 10 minutes more before the addition of diisopropylethylamine (24 mL, 138 mmol). After the mixture was stirred for another 20 minutes near −60° C., pyrrolidine (17.5 mL, 210 mmol) was added, and after a few minutes the cold bath was removed. The mixture was warmed to 10° C. over a pe... Yields the product CC(=O)Nc1ccc(NC(=O)N2CCN(c3nc(-c4ccccc4)c(C)s3)CC2)cn1. Reaction SMILES: [C:1]([CH3:2])(=[O:3])[NH:4][c:5]1[cH:6][cH:7][c:8]([NH:11][C:12]([O:13][CH2:14][C:15]([Cl:16])([Cl:17])[Cl:18])=[O:19])[cH:9][n:10]1.[CH3:20][c:21]1[c:22](-[c:32]2[cH:33][cH:34][cH:35][cH:36][cH:37]2)[n:23][c:24]([N:26]2[CH2:27][CH2:28][NH:29][CH2:30][CH2:31]2)[s:25]1.[CH3:48][S:49]([CH3:50])=[O:51].[CH:38]([N:39]([CH:40]([CH3:41])[CH3:42])[CH2:43][CH3:44])([CH3:45])[CH3:46].[OH2:47]>>[C:1]([CH3:2])(=[O:3])[NH:4][c:5]1[cH:6][cH:7][c:8]([NH:11][C:12](=[O:19])[N:29]2[CH2:28][CH2:27][N:26]([c:24]3[n:23][c:22](-[c:32]4[cH:33][cH:34][cH:35][cH:36][cH:37]4)[c:21]([CH3:20])[s:25]3)[CH2:31][CH2:30]2)[cH:9][n:10]1. Reactants: CC(=O)Nc1ccc(NC(=O)OCC(Cl)(Cl)Cl)cn1, Cc1sc(N2CCNCC2)nc1-c1ccccc1, CS(C)=O, CCN(C(C)C)C(C)C, O.